This data is from the Open Reaction Database (ORD), a public repository of structured organic reaction records. The task is: describe an organic reaction: reactants, conditions, products, and yield Isolated yield 90.5%. Product: C(C1=CC=CC=C1)NN=C(CS(=O)(=O)C)C (1-benzyl-2-(1-methylsulfonyl-2-propylidene)hydrazine). Solvent: C(O)([O-])=O.[Na+] (sodium hydrogen carbonate). As a reaction SMILES: Cl.[CH2:2]([NH:9][N:10]=[C:11]([CH3:17])[CH2:12][S:13]([CH3:16])(=[O:15])=[O:14])[C:3]1[CH:8]=[CH:7][CH:6]=[CH:5][CH:4]=1>C(=O)([O-])O.[Na+]>[CH2:2]([NH:9][N:10]=[C:11]([CH3:17])[CH2:12][S:13]([CH3:16])(=[O:14])=[O:15])[C:3]1[CH:4]=[CH:5][CH:6]=[CH:7][CH:8]=1 |f:0.1,2.3|. Procedure details: To a 50 ml volume three-necked flask, 1-methylsulfonyl-2-propanone (7-2-1) (2.01 g), methanol (10 ml) and benzylhydrazine monohydrochloride (14-c) (2.56 g) were added under a nitrogen atmosphere at room temperature, then additional methanol (10 ml) was added. The resulting reaction mixture was stirred at room temperature for three days, and filtered to give the primary crystal. The filtrate was concentrated under reduced pressure, and filtered again to give the crystal. The crystal was combined ... Starting materials: Cl.C(C1=CC=CC=C1)NN=C(CS(=O)(=O)C)C (1-benzyl-2-(1-methylsulfonyl-2-propylidene)hydrazine monohydrochloride). Reactants: ClC1=CC(=CC=C1)C(=O)OO (meta-chloroperbenzoic acid), C(=O)C=1C=C(C=CC1[N+](=O)[O-])SC=1C=C(C=CC1)NS(=O)(=O)C1=CC=CC=C1 (N-[3-(3-formyl-4-nitro-phenylsulfanyl)-phenyl]-benzenesulfonamide), ClC=1C=C(C=CC1)C(=O)OO (3-Chloro-benzenecarboperoxoic acid), C(=O)(O)[O-].[Na+] (NaHCO3), C1=CC(=CC(=C1)Cl)C(=O)OO (MCPBA). The solvent is C(Cl)(Cl)Cl (CHCl3). Conditions: time 4 hour. Product: C(=O)C=1C=C(C=CC1[N+](=O)[O-])S(=O)C=1C=C(C=CC1)NS(=O)(=O)C1=CC=CC=C1 (N-[3-(3-Formyl-4-nitro-benzenesulfinyl)-phenyl]-benzenesulfonamide). As a reaction SMILES: [CH:1]([C:3]1[CH:4]=[C:5]([S:12][C:13]2[CH:14]=[C:15]([NH:19][S:20]([C:23]3[CH:28]=[CH:27][CH:26]=[CH:25][CH:24]=3)(=[O:22])=[O:21])[CH:16]=[CH:17][CH:18]=2)[CH:6]=[CH:7][C:8]=1[N+:9]([O-:11])=[O:10])=[O:2].ClC1C=C(C(OO)=[O:37])C=CC=1.C([O-])(O)=O.[Na+]>C(Cl)(Cl)Cl>[CH:1]([C:3]1[CH:4]=[C:5]([S:12]([C:13]2[CH:14]=[C:15]([NH:19][S:20]([C:23]3[CH:28]=[CH:27][CH:26]=[CH:25][CH:24]=3)(=[O:22])=[O:21])[CH:16]=[CH:17][CH:18]=2)=[O:37])[CH:6]=[CH:7][C:8]=1[N+:9]([O-:11])=[O:10])=[O:2] |f:2.3|. Reported procedure: A mixture of N-[3-(3-formyl-4-nitro-phenylsulfanyl)-phenyl]-benzenesulfonamide (0.0034 mol) and 3-Chloro-benzenecarboperoxoic acid (also known as MCPBA or meta-chloroperbenzoic acid) (0.7 g; 75%) in CHCl3 (q.s.) was stirred for 4 hours at room temperature. Then a NaHCO3 solution was added, and the reaction mixture was stirred. The organic layer was separated, dried, and filtered, and the solvent was evaporated. The residue was purified by column chromatography over Biotage (gradient eluent: CH2C... The reactants are C1(CCCCC1)CCCOCCO (2-(3-cyclohexylpropyloxy)-ethanol), S(=O)(Cl)Cl (thionyl chloride), ice. Run in N1=CC=CC=C1 (pyridine). Product: C1(CCCCC1)CCCOCCCl (2-(3-cyclohexylpropyloxy)-ethyl chloride). RXN SMILES: [CH:1]1([CH2:7][CH2:8][CH2:9][O:10][CH2:11][CH2:12]O)[CH2:6][CH2:5][CH2:4][CH2:3][CH2:2]1.S(Cl)([Cl:16])=O>N1C=CC=CC=1>[CH:1]1([CH2:7][CH2:8][CH2:9][O:10][CH2:11][CH2:12][Cl:16])[CH2:6][CH2:5][CH2:4][CH2:3][CH2:2]1. Reported procedure: 110.4 g of 2-(3-cyclohexylpropyloxy)-ethanol, 2 ml of pyridine and 112 ml of thionyl chloride are boiled under reflux for 30 minutes. The reaction mixture is allowed to cool and is then poured onto 500 g of ice. The mixture is extracted with twice 500 ml of methylene chloride. The combined organic phases are washed with water, with sodium hydrogen carbonate solution, with water again and are then concentrated. The residue is distilled. 119.6 g of 2-(3-cyclohexylpropyloxy)-ethyl chloride are obta... Reactants: C1(=C(C=CC=C1)N)N (1,2-phenylenediamine), O(C1=CC=CC=C1)CC(=O)O (phenoxyacetic acid). The solvent is Cl (HCl). Run at temperature 130 celsius, time 18 hour. The product is O(C1=CC=CC=C1)CC1=NC2=C(N1)C=CC=C2 (2-(Phenoxymethyl)-1H-benzimidazole). Yield: 89.6%. RXN SMILES: [C:1]1([NH2:8])[CH:6]=[CH:5][CH:4]=[CH:3][C:2]=1[NH2:7].[O:9]([CH2:16][C:17](O)=O)[C:10]1[CH:15]=[CH:14][CH:13]=[CH:12][CH:11]=1>Cl>[O:9]([CH2:16][C:17]1[NH:8][C:1]2[CH:6]=[CH:5][CH:4]=[CH:3][C:2]=2[N:7]=1)[C:10]1[CH:15]=[CH:14][CH:13]=[CH:12][CH:11]=1. Procedure details: A 100 mL flask fitted with a stir-bar and condenser was charged with 1,2-phenylenediamine (9.94 g, 92.1 mmol), phenoxyacetic acid (14.0 g, 92.1 mmol), and 4M HCl (140 mL). The suspension was heated in a 130° C. bath forming a green solution. After 18 hr, the reaction had gone to completion as monitored by HPLC. The mixture was cooled in an ice bath forming a solid. The solid was filtered, pressed with rubber dam, and rinsed with H2O (2×15 mL). The residue was partitioned with EtOAc (300 mL) and ... Reactants: FC1=CC(=C(C=C1F)NCC(=O)N(C1=CC=C(C=C1)OC)C(C)C)NC1=CC=CC=C1 (2-(4,5-difluoro-2-phenylamino-phenylamino)-N-isopropyl-N-(4-methoxy-phenyl)-acetamide), C(CC(=O)Cl)(=O)Cl (malonyl dichloride). The solvent is O1CCCC1 (tetrahydrofuran), O1CCCC1 (tetrahydrofuran), O1CCCC1 (tetrahydrofuran). Run at time 16 hour. Yields the product FC1=CC2=C(N(C(CC(N2C2=CC=CC=C2)=O)=O)CC(=O)N(C2=CC=C(C=C2)OC)C(C)C)C=C1F (2-(7,8-Difluoro-2,4-dioxo-5-phenyl-2,3,4,5-tetrahydro-benzo[b][1,4]diazepin-1-yl)-N-isopropyl-N-(4-methoxy-phenyl)-acetamide). Isolated yield 35.9%. As a reaction SMILES: [F:1][C:2]1[C:7]([F:8])=[CH:6][C:5]([NH:9][CH2:10][C:11]([N:13]([CH:22]([CH3:24])[CH3:23])[C:14]2[CH:19]=[CH:18][C:17]([O:20][CH3:21])=[CH:16][CH:15]=2)=[O:12])=[C:4]([NH:25][C:26]2[CH:31]=[CH:30][CH:29]=[CH:28][CH:27]=2)[CH:3]=1.[C:32](Cl)(=[O:37])[CH2:33][C:34](Cl)=[O:35]>O1CCCC1>[F:1][C:2]1[C:7]([F:8])=[CH:6][C:5]2[N:9]([CH2:10][C:11]([N:13]([CH:22]([CH3:24])[CH3:23])[C:14]3[CH:15]=[CH:16][C:17]([O:20][CH3:21])=[CH:18][CH:19]=3)=[O:12])[C:32](=[O:37])[CH2:33][C:34](=[O:35])[N:25]([C:26]3[CH:27]=[CH:28][CH:29]=[CH:30][CH:31]=3)[C:4]=2[CH:3]=1. Procedure details: A solution of 5.62 g 2-(4,5-difluoro-2-phenylamino-phenylamino)-N-isopropyl-N-(4-methoxy-phenyl)-acetamide, prepared as in Part A, (13.2 mmol) in 50 mL of tetrahydrofuran is transferred to an addition funnel. A solution of 1.60 mL of malonyl dichloride (16.53 mmol, 1.25 equiv) in 50 mL tetrahydrofuran is transferred to a separate addition funnel. Each solution of each reagent is simultaneously added dropwise over 20 min. to 250 mL of tetrahydrofuran at ambient temperature under nitrogen with vig... Reactants: CC(C)(C)OC(=O)Nc1cnc(Cl)cc1I, Cl, [Na+], O=C([O-])O. Yields the product Nc1cnc(Cl)cc1I. As a reaction SMILES: [Cl:1][c:2]1[cH:3][c:4]([I:16])[c:5]([NH:8][C:9](=[O:10])[O:11][C:12]([CH3:13])([CH3:14])[CH3:15])[cH:6][n:7]1.[ClH:22].[Na+:21].[O-:17][C:18]([OH:19])=[O:20]>>[Cl:1][c:2]1[cH:3][c:4]([I:16])[c:5]([NH2:8])[cH:6][n:7]1. Reactants: COC (methyl ether), COC=1C=C(C=CC1)C=1OC2=C(C1C)C=CC=C2 (2-(3-methoxyphenyl)-3-methylbenzofuran), COC=1C=C(C=CC1)C=1OC2=C(C1C)C=CC=C2 (2-(3-methoxyphenyl)-3-methylbenzofuran), Cl.N1=CC=CC=C1 (pyridine hydrochloride), O (water). The reagents and catalysts are [Ti](Cl)(Cl)(Cl)Cl.[Zn] (titanium tetrachloride zinc). The solvent is O1CCOCC1 (dioxane). Product: OC(COC=1C=C(C=CC1)C=1OC2=C(C1C)C=CC=C2)CO (2-[3-(2,3-dihydroxypropoxy)phenyl]-3-methylbenzofuran), OC=1C=C(C=CC1)C=1OC2=C(C1C)C=CC=C2 (2-(3-hydroxyphenyl)-3-methylbenzofuran). Reaction SMILES: [CH3:1][O:2][C:3]1[CH:4]=[C:5]([C:9]2[O:10][C:11]3[CH:18]=[CH:17][CH:16]=[CH:15][C:12]=3[C:13]=2[CH3:14])[CH:6]=[CH:7][CH:8]=1.Cl.N1[CH:25]=[CH:24]C=CC=1.C[O:27]C.[OH2:29]>O1CCOCC1.[Ti](Cl)(Cl)(Cl)Cl.[Zn]>[OH:29][CH:24]([CH2:25][OH:27])[CH2:1][O:2][C:3]1[CH:4]=[C:5]([C:9]2[O:10][C:11]3[CH:18]=[CH:17][CH:16]=[CH:15][C:12]=3[C:13]=2[CH3:14])[CH:6]=[CH:7][CH:8]=1.[OH:2][C:3]1[CH:4]=[C:5]([C:9]2[O:10][C:11]3[CH:18]=[CH:17][CH:16]=[CH:15][C:12]=3[C:13]=2[CH3:14])[CH:6]=[CH:7][CH:8]=1 |f:1.2,6.7|. Reported procedure: The ester which results from the condensation of 2'-hydroxyacetophenone and m-anisic acid is converted to 2-(3-methoxyphenyl)-3-methylbenzofuran by reductive cyclization in dioxane with a titanium tetrachloride/zinc metal catalyst according to the method of Banerji and Nayak, J. Chem. Soc., Chem. Comm., (1990), 150. The 2-(3-methoxyphenyl)-3-methylbenzofuran (47.6 gm, 0.198 mol) is treated with several volumes of pyridine hydrochloride at 200° C. for about 6 hours to cleave the methyl ether moie...